Dataset: the Open Reaction Database (ORD), a public repository of structured organic reaction records. Task: describe an organic reaction: reactants, conditions, products, and yield Starting materials: C(C)(=O)OCCC1=CC=C(C=C1)NC(C)=S (4-Thioacetamidophenethyl acetate), K3Fe(CN)6, K3Fe(CN)6, [OH-].[Na+] (NaOH). Solvent: ClCCl (dichloromethane), O (water). Conditions: time 1 hour. Product: CC=1SC2=C(N1)C=CC(=C2)CCOC(C)=O (2-Methyl-6-acetoxyethylbenzothiazole). RXN SMILES: [OH-].[Na+].[C:3]([O:6][CH2:7][CH2:8][C:9]1[CH:14]=[CH:13][C:12]([NH:15][C:16](=[S:18])[CH3:17])=[CH:11][CH:10]=1)(=[O:5])[CH3:4]>O.ClCCl>[CH3:17][C:16]1[S:18][C:13]2[CH:14]=[C:9]([CH2:8][CH2:7][O:6][C:3](=[O:5])[CH3:4])[CH:10]=[CH:11][C:12]=2[N:15]=1 |f:0.1|. Procedure details: K3Fe(CN)6 (7.6 g, 23.1 mmol) was dissolved in water (18 ml) and then mixed with 50 ml 2% NaOH aqueous solution. 4-Thioacetamidophenethyl acetate (1.0 g, 4.1 mmol) was dissolved in dichloromethane (50 ml) and then added to the K3Fe(CN)6 solution. The reaction mixture was stirred at room temperature for 1 hr. The organic layer was separated by a separatory funnel, washed with water, and then dried over anhydrous sodium sulfate. The dried solution was concentrated and then purified by flash silica ... The reactants are C1(CC1)CN1CC2=C(C(C1)O)SC=C2 (5-cyclopropylmethyl-4,5,6,7-tetrahydrothieno[3,2-c]pyridin-7-ol), ClC=1C=C(C=CC1Cl)F (3,4-dichloro-1-fluorobenzene). Product: ClC=1C=C(C=CC1Cl)OC1C2=C(CN(C1)CC1CC1)C=CS2 (7-(3,4-Dichlorophenyloxy)-5-cyclopropylmethyl-4,5,6,7-tetrahydrothieno[3,2-c]pyridine). RXN SMILES: [CH:1]1([CH2:4][N:5]2[CH2:10][CH:9]([OH:11])[C:8]3[S:12][CH:13]=[CH:14][C:7]=3[CH2:6]2)[CH2:3][CH2:2]1.[Cl:15][C:16]1[CH:17]=[C:18](F)[CH:19]=[CH:20][C:21]=1[Cl:22]>>[Cl:15][C:16]1[CH:17]=[C:18]([O:11][CH:9]2[CH2:10][N:5]([CH2:4][CH:1]3[CH2:2][CH2:3]3)[CH2:6][C:7]3[CH:14]=[CH:13][S:12][C:8]2=3)[CH:19]=[CH:20][C:21]=1[Cl:22]. Reported procedure: The same method as in Example 1 was conducted using 5-cyclopropylmethyl-4,5,6,7-tetrahydrothieno[3,2-c]pyridin-7-ol (Reference Example 15) instead of 6-methyl-4,5,6,7-tetrahydrothieno[2,3-c]pyridin-4-ol (Reference Example 6) and was conducted using 3,4-dichloro-1-fluorobenzene instead of 1-fluoronaphthalene to give the objective compound.